describe an organic reaction: reactants, conditions, products, and yield From a dataset of the Open Reaction Database (ORD), a public repository of structured organic reaction records. Starting materials: CC1(O[C@@H]2COC(=O)[C@@H]2O1)C (2,3-O-isopropylidene-D-erythronolactone), IV, CO (methanol), CC1(O[C@@H]2COC(=O)[C@@H]2O1)C (2,3-O-isopropylidene-D-erythronolactone), [H-].C(C(C)C)[Al+]CC(C)C (Diisobutylaluminum hydride), [O-]S(=O)(=O)[O-].[Mg+2] (MgSO4). Solvent: C1(=CC=CC=C1)C (toluene), C(Cl)Cl (CH2Cl2), [Cl-].[Na+].O (brine), CCOCC (ether). Conditions: time 2 hour. Product: CC1(O[C@@H]2COC([C@@H]2O1)O)C (2,3 -O-isopropylidene-D-erythrose). The yield is 84.0%. Reaction SMILES: [CH3:1][C:2]1([CH3:11])[O:10][C@@H:9]2[C@@H:4]([CH2:5][O:6][C:7]2=[O:8])[O:3]1.[H-].C([Al+]CC(C)C)C(C)C.CO.[O-]S([O-])(=O)=O.[Mg+2]>C1(C)C=CC=CC=1.C(Cl)Cl.[Cl-].[Na+].O.CCOCC>[CH3:1][C:2]1([CH3:11])[O:10][C@@H:9]2[C@@H:4]([CH2:5][O:6][CH:7]2[OH:8])[O:3]1 |f:1.2,4.5,8.9.10|. Reported procedure: The reduction of 2,3-O-isopropylidene-D-erythronolactone (2) was performed using a modified version of Cohen's procedure (see: Cohen, N.; et al J. Am. Chem. Soc. 1983, 105, 3661-3672). Diisobutylaluminum hydride (101 mL of a 1.5 M soln. in toluene, 152 mmol) was added in a dropwise fashion via an addition funnel to a cold (-78° C.) solution of 2,3-O-isopropylidene-D-erythronolactone (2) (see: Cohen, N.; et al in Organic Synthesis, Collective Vol, IV; J. P. Freeman, Ed.; Wiley, N.Y., 1990; pp 297... Solvent: xylenes. The product is C(=O)(OC)C1=C(CCC1)S(=O)(=O)N=C=O (2-Carbomethoxy-1-cyclopentene-1-sulfonyl Isocyanate). RXN SMILES: [NH2:1][S:2]([C:5]1[CH2:9][CH2:8][CH2:7][C:6]=1[C:10]([O:12][CH3:13])=[O:11])(=[O:4])=[O:3].C(N=[C:19]=[O:20])CCC.C1N2CCN(CC2)C1.C(Cl)(Cl)=O>>[C:10]([C:6]1[CH2:7][CH2:8][CH2:9][C:5]=1[S:2]([N:1]=[C:19]=[O:20])(=[O:3])=[O:4])([O:12][CH3:13])=[O:11]. Reported procedure: In 75 ml of dry xylenes was placed 4.0 g of methy 2-(aminosulfonyl)-1-cyclopentene-1-carboxylate (VIII), 6.5 ml of n-butyl isocyanate, and 0.05 g of DABCO. The mixture was heated to reflux (ca 138°) then contacted with an excess of phosgene which was condensed into the mixture from a dry-ice condenser until the reflux temperature dropped to 126°. Over several hours the temperature increased to 135° and additional phosgene was condensed into the mixture, again, lowering the temperature to 129°. T... The reactants are NS(=O)(=O)C1=C(CCC1)C(=O)OC (Methyl 2-(Aminosulfonyl)-1-cyclopentene-1-carboxylate), C(=O)(Cl)Cl (phosgene), C(=O)(Cl)Cl (phosgene), C(CCC)N=C=O (n-butyl isocyanate), C1CN2CCN1CC2 (DABCO). Product: Cc1cc(C(=O)N2CCOC3(CCNCC3)C2)cs1. RXN SMILES: [CH3:8][c:9]1[cH:10][c:11]([C:14](=[O:15])[N:16]2[CH2:17][CH2:18][O:19][C:20]3([CH2:21]2)[CH2:22][CH2:23][N:24]([C:27]([O:28][C:29]([CH3:30])([CH3:31])[CH3:32])=[O:33])[CH2:25][CH2:26]3)[cH:12][s:13]1.[Cl:34][CH2:35][Cl:36].[OH:1][C:2]([C:3]([F:4])([F:5])[F:6])=[O:7]>>[CH3:8][c:9]1[cH:10][c:11]([C:14](=[O:15])[N:16]2[CH2:17][CH2:18][O:19][C:20]3([CH2:21]2)[CH2:22][CH2:23][NH:24][CH2:25][CH2:26]3)[cH:12][s:13]1. Starting materials: Cc1cc(C(=O)N2CCOC3(CCN(C(=O)OC(C)(C)C)CC3)C2)cs1, ClCCl, O=C(O)C(F)(F)F. Reactants: BrC=1C2=C(NC1C(=O)OCC)C=C(S2)C (ethyl 6-bromo-2-methyl-4H-thieno[3,2-b]pyrrole-5-carboxylate), CN1C(CCC1)=O (N-methylpyrrolidone), O (water). The reagents and catalysts are [C-]#N.[Zn+2].[C-]#N (zinc cyanide), C=1C=CC(=CC1)[P](C=2C=CC=CC2)(C=3C=CC=CC3)[Pd]([P](C=4C=CC=CC4)(C=5C=CC=CC5)C=6C=CC=CC6)([P](C=7C=CC=CC7)(C=8C=CC=CC8)C=9C=CC=CC9)[P](C=1C=CC=CC1)(C=1C=CC=CC1)C=1C=CC=CC1 (tetrakis(triphenylphosphine)palladium). Conditions: temperature 150 celsius, time 30 minute. The product is C(#N)C=1C2=C(NC1C(=O)OCC)C=C(S2)C (Ethyl 6-cyano-2-methyl-4H-thieno[3,2-b]pyrrole-5-carboxylate). Reaction SMILES: Br[C:2]1[C:3]2[S:14][C:13]([CH3:15])=[CH:12][C:4]=2[NH:5][C:6]=1[C:7]([O:9][CH2:10][CH3:11])=[O:8].O.[CH3:17][N:18]1CCCC1=O>[C-]#N.[Zn+2].[C-]#N.C1C=CC([P]([Pd]([P](C2C=CC=CC=2)(C2C=CC=CC=2)C2C=CC=CC=2)([P](C2C=CC=CC=2)(C2C=CC=CC=2)C2C=CC=CC=2)[P](C2C=CC=CC=2)(C2C=CC=CC=2)C2C=CC=CC=2)(C2C=CC=CC=2)C2C=CC=CC=2)=CC=1>[C:17]([C:2]1[C:3]2[S:14][C:13]([CH3:15])=[CH:12][C:4]=2[NH:5][C:6]=1[C:7]([O:9][CH2:10][CH3:11])=[O:8])#[N:18] |f:3.4.5,^1:32,34,53,72|. Procedure details: To a solution of ethyl 6-bromo-2-methyl-4H-thieno[3,2-b]pyrrole-5-carboxylate (0.96 g) in N-methylpyrrolidone (10 mL) were added zinc cyanide (1.17 g) and tetrakis(triphenylphosphine)palladium (0.38 g), and the mixture was stirred at 150° C. for 30 minutes using microwave reactor. To the reaction solution was added water and the resulting mixture was extracted with ethyl acetate. The organic layer was concentrated under reduced pressure. The obtained residue was purified by column chromatography... Starting materials: FC(C1=CC=C(N=N1)C(=O)OCC)(F)F (ethyl 6-(trifluoromethyl)-3-pyridazinecarboxylate), [OH-].[Na+] (sodium hydroxide), Cl (hydrochloric acid). The solvent is C(C)O (ethanol). Reaction conditions: time 8 hour. The product is FC(C1=CC=C(N=N1)C(=O)O)(F)F (6-(Trifluoromethyl)-3-pyridazinecarboxylic acid). The yield is 94.1%. RXN SMILES: [F:1][C:2]([F:15])([F:14])[C:3]1[N:8]=[N:7][C:6]([C:9]([O:11]CC)=[O:10])=[CH:5][CH:4]=1.[OH-].[Na+].Cl>C(O)C>[F:15][C:2]([F:1])([F:14])[C:3]1[N:8]=[N:7][C:6]([C:9]([OH:11])=[O:10])=[CH:5][CH:4]=1 |f:1.2|. Procedure details: A solution of ethyl 6-(trifluoromethyl)-3-pyridazinecarboxylate (73 mg, 0.332 mmol) in ethanol (1 ml) was treated with 2M sodium hydroxide (2 ml, 4.00 mmol) and stirred overnight at room temperature. The suspension was then acidified by addition of dilute hydrochloric acid and extracted twice with ethyl acetate. The combined extracts were dried over MgSO4 and evaporated under reduced pressure to afford the title compound as a pale solid (60 mg); Starting materials: [Na+].C(C)(=O)OCC1=C(N2C(C(C2SC1)NC(CN1C(=CC=C1)C=O)=O)=O)C(=O)[O-] (3-[(acetyloxy)methyl]-7-[[(2-formyl-1-pyrryl)acetyl]amino]-8-oxo-5-thia-1-azabicyclo[4.2.0]oct-2-ene-2-carboxylic acid sodium salt), ClCOC([C@@H](NC(=O)OC(C)(C)C)C(C)C)=O (N-tert-butoxycarbonyl-L-valine chloromethyl ester). Run in C(C)(=O)OCC (ethyl acetate), CN(C=O)C (dimethylformamide). Reaction conditions: time 72 hour. The product is C(C)(C)(C)OC(=O)NC(C(=O)OCOC(=O)C=1N2C(C(C2SCC1COC(C)=O)NC(CN1C(=CC=C1)C=O)=O)=O)C(C)C (3-[(acetyloxy)methyl]-7-[[(2-formyl-1-pyrryl)acetyl]amino]-8-oxo-5-thia-1-azabicyclo[4.2.0]oct-2-ene-2-carboxylic acid N-tert-butoxycarbonyl-2-amino-3-methylbutyryloxymethyl ester). Reaction SMILES: [Na+].[C:2]([O:5][CH2:6][C:7]1[CH2:14][S:13][CH:12]2[N:9]([C:10](=[O:26])[CH:11]2[NH:15][C:16](=[O:25])[CH2:17][N:18]2[CH:22]=[CH:21][CH:20]=[C:19]2[CH:23]=[O:24])[C:8]=1[C:27]([O-:29])=[O:28])(=[O:4])[CH3:3].Cl[CH2:31][O:32][C:33](=[O:46])[C@H:34]([CH:43]([CH3:45])[CH3:44])[NH:35][C:36]([O:38][C:39]([CH3:42])([CH3:41])[CH3:40])=[O:37]>CN(C)C=O.C(OCC)(=O)C>[C:39]([O:38][C:36]([NH:35][CH:34]([CH:43]([CH3:45])[CH3:44])[C:33]([O:32][CH2:31][O:28][C:27]([C:8]1[N:9]2[CH:12]([S:13][CH2:14][C:7]=1[CH2:6][O:5][C:2](=[O:4])[CH3:3])[CH:11]([NH:15][C:16](=[O:25])[CH2:17][N:18]1[CH:22]=[CH:21][CH:20]=[C:19]1[CH:23]=[O:24])[C:10]2=[O:26])=[O:29])=[O:46])=[O:37])([CH3:42])([CH3:41])[CH3:40] |f:0.1|. Reported procedure: A suspension of 5 grams of 3-[(acetyloxy)methyl]-7-[[(2-formyl-1-pyrryl)acetyl]amino]-8-oxo-5-thia-1-azabicyclo[4.2.0]oct-2-ene-2-carboxylic acid sodium salt and 8.5 grams of N-tert-butoxycarbonyl-L-valine chloromethyl ester, prepared according to the general procedure described in W. German Offen. No. 2,236,620, are mixed in 100 ml of dimethylformamide (DMF) and stirred for 72 hours. The mixture is diluted with ethyl acetate, washed with water and aqueous sodium bicarbonate and again with water... Reactants: BrC=1C=C2C(C(N(C2=CC1)CCN(C(C)C)C(C)C)=O)=O (5-bromo-1-(2-diisopropylaminoethyl)isatin), Cl.NNC(=O)N (semicarbazide hydrochloride). The product is BrC=1C=C2\C(\C(N(C2=CC1)CCN(C(C)C)C(C)C)=O)=N/NC(=O)N ((E)-5-bromo-1-(2-diisopropylaminoethyl)isatin 3-semicarbazone). Isolated yield 72.6%. As a reaction SMILES: [Br:1][C:2]1[CH:3]=[C:4]2[C:8](=[CH:9][CH:10]=1)[N:7]([CH2:11][CH2:12][N:13]([CH:17]([CH3:19])[CH3:18])[CH:14]([CH3:16])[CH3:15])[C:6](=[O:20])[C:5]2=O.Cl.[NH2:23][NH:24][C:25]([NH2:27])=[O:26]>>[Br:1][C:2]1[CH:3]=[C:4]2[C:8](=[CH:9][CH:10]=1)[N:7]([CH2:11][CH2:12][N:13]([CH:17]([CH3:19])[CH3:18])[CH:14]([CH3:16])[CH3:15])[C:6](=[O:20])/[C:5]/2=[N:23]/[NH:24][C:25]([NH2:27])=[O:26] |f:1.2|. Reported procedure: By using 5-bromo-1-(2-diisopropylaminoethyl)isatin and semicarbazide hydrochloride, a method analogous to that described in Example 4 was carried out to obtain (E)-5-bromo-1-(2-diisopropylaminoethyl)isatin 3-semicarbazone having a melting point of 149°-153° C. (yield: 72.6%, recrystallizing solvent: chloroform-hexane). Reactants: CC1=CC=C(C=C1)C1=C(C=NO1)C(=O)Cl (5-(4-methylphenyl)isoxazole-4-carbonyl chloride), N1CCCC1 (pyrrolidine). Solvent: ClCCl (dichloromethane). Reaction conditions: time 1 hour. Yields the product CC1=CC=C(C=C1)C1=C(C=NO1)C(=O)N1CCCC1 (5-(4-Methylphenyl)-4-(pyrrolidin-1-ylcarbonyl)isoxazole). RXN SMILES: [CH3:1][C:2]1[CH:7]=[CH:6][C:5]([C:8]2[O:12][N:11]=[CH:10][C:9]=2[C:13](Cl)=[O:14])=[CH:4][CH:3]=1.[NH:16]1[CH2:20][CH2:19][CH2:18][CH2:17]1>ClCCl>[CH3:1][C:2]1[CH:7]=[CH:6][C:5]([C:8]2[O:12][N:11]=[CH:10][C:9]=2[C:13]([N:16]2[CH2:20][CH2:19][CH2:18][CH2:17]2)=[O:14])=[CH:4][CH:3]=1. Procedure: To 5-(4-methylphenyl)isoxazole-4-carbonyl chloride (30 mg, 0.14 mmol) in dichloromethane (1 mL) was added pyrrolidine (11 mg, 0.16 mmol, 1.1 eq.), and the reaction mixture was stirred for 1 h. The solvent was removed, and the residue was purified by preparative reverse-phase HPLC to give the title compound. HRMS (ESI, pos. ion) m/z calcd for C15H16N2O2: 256.1212, found 256.1214. The reactants are C(C1=CC=CC=C1)(=O)O[C@@H]1C[C@@H]2CCC3=C4C(C[C@H]([C@@H](CCCC(C)C)C)[C@]4(CC[C@@H]3[C@]2(CC1)C)C)=O ((3β,5α)-3-(benzoyloxy)cholest-8(14)-en-15-one), Cl(=O)(=O)(=O)O (perchloric acid), [OH-].[K+] (potassium hydroxide), CO.[OH-].[Na+] (sodium hydroxide methanol). Solvent: C(CC)O (n-propanol), C(C)O (ethanol). Yields the product O[C@@H]1C[C@@H]2CCC3=C4C(C[C@H]([C@@H](CCCC(C)C)C)[C@]4(CC[C@@H]3[C@]2(CC1)C)C)=O ((3β,5α)-3-hydroxycholest-8(14)en-15-one). As a reaction SMILES: C([O:9][C@H:10]1[CH2:34][CH2:33][C@@:32]2([CH3:35])[C@@H:12]([CH2:13][CH2:14][C:15]3[C@@H:31]2[CH2:30][CH2:29][C@@:28]2([CH3:36])[C:16]=3[C:17](=[O:37])[CH2:18][C@@H:19]2[C@H:20]([CH3:27])[CH2:21][CH2:22][CH2:23][CH:24]([CH3:26])[CH3:25])[CH2:11]1)(=O)C1C=CC=CC=1.Cl(O)(=O)(=O)=O.[OH-].[K+].CO.[OH-].[Na+]>C(O)CC.C(O)C>[OH:9][C@H:10]1[CH2:34][CH2:33][C@@:32]2([CH3:35])[C@@H:12]([CH2:13][CH2:14][C:15]3[C@@H:31]2[CH2:30][CH2:29][C@@:28]2([CH3:36])[C:16]=3[C:17](=[O:37])[CH2:18][C@@H:19]2[C@H:20]([CH3:27])[CH2:21][CH2:22][CH2:23][CH:24]([CH3:26])[CH3:25])[CH2:11]1 |f:2.3,4.5.6|. Reported procedure: Then a stirred mixture of the precursor (6) in a protic solvent, preferably methanol, is treated with potassium carbonate and heated at reflux for 3 hours to give the desired product (3β,5α)-3-hydroxycholest-8(14)en-15-one (7). This conversion was based upon the procedures of E. J. Parish and G. J. Schroepfer and J. Org. Chem., 45, 4034-4037 (1980) and R. E. Dolle and L. Kruse, J. Org. Chem., 51, 4047-4053 (1986). Alternatively, the precursor (6) is treated with perchloric acid in n-propanol or ...